From a dataset of the Open Reaction Database (ORD), a public repository of structured organic reaction records. describe an organic reaction: reactants, conditions, products, and yield Starting materials: COC(=O)Cc1ccc(O)c(C=O)c1, CC#N, Cc1ccccc1, ClCc1ccccc1I. The product is COC(=O)Cc1ccc(OCc2ccccc2I)c(C=O)c1. RXN SMILES: [CH3:1][O:2][C:3]([CH2:4][c:5]1[cH:6][c:7]([CH:12]=[O:13])[c:8]([OH:11])[cH:9][cH:10]1)=[O:14].[CH3:24][C:25]#[N:26].[CH3:27][c:28]1[cH:29][cH:30][cH:31][cH:32][cH:33]1.[Cl:15][CH2:16][c:17]1[c:18]([I:23])[cH:19][cH:20][cH:21][cH:22]1>>[CH3:1][O:2][C:3]([CH2:4][c:5]1[cH:6][c:7]([CH:12]=[O:13])[c:8]([O:11][CH2:16][c:17]2[c:18]([I:23])[cH:19][cH:20][cH:21][cH:22]2)[cH:9][cH:10]1)=[O:14]. Reactants: COC1=NC(=CC=C1C=1C=C(NN1)NC1=NC(=CN=C1)O[C@H]1CNCCC1)C ((R)-[5-(2-methoxy-6-methyl-pyridin-3-yl)-2H-pyrazol-3-yl]-[6-(piperidin-3-yloxy)-pyrazin-2-yl]-amine), C(C(=O)O)(=O)O (oxalic acid). Run in CO (MeOH), ClCCl (dichloromethane). Conditions: time 60 minute. Yields the product C(C(=O)O)(=O)O.COC1=NC(=CC=C1C=1C=C(NN1)NC1=NC(=CN=C1)O[C@H]1CNCCC1)C.COC1=NC(=CC=C1C=1C=C(NN1)NC1=NC(=CN=C1)O[C@H]1CNCCC1)C ((R)-[5-(2-Methoxy-6-methyl-pyridin-3-yl)-2H-pyrazol-3-yl]-[6-(piperidin-3-yloxy)-pyrazin-2-yl]-amine hemioxalate salt). Reaction SMILES: [CH3:1][O:2][C:3]1[C:8]([C:9]2[CH:10]=[C:11]([NH:14][C:15]3[CH:20]=[N:19][CH:18]=[C:17]([O:21][C@@H:22]4[CH2:27][CH2:26][CH2:25][NH:24][CH2:23]4)[N:16]=3)[NH:12][N:13]=2)=[CH:7][CH:6]=[C:5]([CH3:28])[N:4]=1.[C:29]([OH:34])(=[O:33])[C:30]([OH:32])=[O:31]>ClCCl.CO>[C:29]([OH:34])(=[O:33])[C:30]([OH:32])=[O:31].[CH3:1][O:2][C:3]1[C:8]([C:9]2[CH:10]=[C:11]([NH:14][C:15]3[CH:20]=[N:19][CH:18]=[C:17]([O:21][C@@H:22]4[CH2:27][CH2:26][CH2:25][NH:24][CH2:23]4)[N:16]=3)[NH:12][N:13]=2)=[CH:7][CH:6]=[C:5]([CH3:28])[N:4]=1.[CH3:1][O:2][C:3]1[C:8]([C:9]2[CH:10]=[C:11]([NH:14][C:15]3[CH:20]=[N:19][CH:18]=[C:17]([O:21][C@@H:22]4[CH2:27][CH2:26][CH2:25][NH:24][CH2:23]4)[N:16]=3)[NH:12][N:13]=2)=[CH:7][CH:6]=[C:5]([CH3:28])[N:4]=1 |f:4.5.6|. Procedure details: To a solution of (R)-[5-(2-methoxy-6-methyl-pyridin-3-yl)-2H-pyrazol-3-yl]-[6-(piperidin-3-yloxy)-pyrazin-2-yl]-amine (0.100 g, 0.26 mmol) in dichloromethane (10 mL) is added oxalic acid (0.012 mg, 0.13 mmol) dissolved in MeOH (0.1 mL) at 0° C. The reaction mixture is stirred for 60 min at room temperature and then the solvent evaporated to obtain a residue. The residue is triturated with diethyl ether (20 mL) followed by n-pentane (20 mL). The material is dried under high vacuum for 4 h to obta... Starting materials: NC=1C(=NC(=CC1NC)Cl)C#N (3-amino-6-chloro-4-(methylamino)picolinonitrile), C1(CCCCC1)P(C1CCCCC1)C1CCCCC1 (tricyclohexylphosphine), P(=O)([O-])([O-])[O-].[K+].[K+].[K+] (potassium phosphate), CC1(OB(OC1(C)C)C1=CC(=C(OCCC2CN(C2)C(=O)OC(C)(C)C)C=C1)C(F)(F)F)C (tert-butyl 3-(2-(4-(4,4,5,5-tetramethyl-1,3,2-dioxaborolan-2-yl)-2-(trifluoromethyl)phenoxy)ethyl)azetidine-1-carboxylate). Reagents/catalysts: C=1C=CC(=CC1)/C=C/C(=O)/C=C/C2=CC=CC=C2.C=1C=CC(=CC1)/C=C/C(=O)/C=C/C2=CC=CC=C2.C=1C=CC(=CC1)/C=C/C(=O)/C=C/C2=CC=CC=C2.[Pd].[Pd] (tris(dibenzylideneacetone)dipalladium). Run in C(Cl)Cl (DCM), O (Water), O1CCOCC1 (dioxane), CCOC(=O)C (EtOAc). Conditions: temperature 100 celsius. Product: NC=1C(=CC(=NC1C#N)C1=CC(=C(OCCC2CN(C2)C(=O)OC(C)(C)C)C=C1)C(F)(F)F)NC (tert-butyl 3-(2-(4-(5-amino-6-cyano-4-(methylamino)pyridin-2-yl)-2-(trifluoromethyl)phenoxy)ethyl)azetidine-1-carboxylate). RXN SMILES: CC1(C)C(C)(C)OB([C:9]2[CH:28]=[CH:27][C:12]([O:13][CH2:14][CH2:15][CH:16]3[CH2:19][N:18]([C:20]([O:22][C:23]([CH3:26])([CH3:25])[CH3:24])=[O:21])[CH2:17]3)=[C:11]([C:29]([F:32])([F:31])[F:30])[CH:10]=2)O1.[NH2:34][C:35]1[C:36]([C:44]#[N:45])=[N:37][C:38](Cl)=[CH:39][C:40]=1[NH:41][CH3:42].C1(P(C2CCCCC2)C2CCCCC2)CCCCC1.P([O-])([O-])([O-])=O.[K+].[K+].[K+]>O1CCOCC1.CCOC(C)=O.C1C=CC(/C=C/C(/C=C/C2C=CC=CC=2)=O)=CC=1.C1C=CC(/C=C/C(/C=C/C2C=CC=CC=2)=O)=CC=1.C1C=CC(/C=C/C(/C=C/C2C=CC=CC=2)=O)=CC=1.[Pd].[Pd].C(Cl)Cl.O>[NH2:34][C:35]1[C:40]([NH:41][CH3:42])=[CH:39][C:38]([C:9]2[CH:28]=[CH:27][C:12]([O:13][CH2:14][CH2:15][CH:16]3[CH2:17][N:18]([C:20]([O:22][C:23]([CH3:26])([CH3:24])[CH3:25])=[O:21])[CH2:19]3)=[C:11]([C:29]([F:31])([F:32])[F:30])[CH:10]=2)=[N:37][C:36]=1[C:44]#[N:45] |f:3.4.5.6,9.10.11.12.13|. Procedure details: A solution of tert-butyl 3-(2-(4-(4,4,5,5-tetramethyl-1,3,2-dioxaborolan-2-yl)-2-(trifluoromethyl)phenoxy)ethyl)azetidine-1-carboxylate (413 mg) in dioxane (3 ml) was added to a flask charged with 3-amino-6-chloro-4-(methylamino)picolinonitrile (160 mg), tris(dibenzylideneacetone)dipalladium (0) (40.1 mg), tricyclohexylphosphine (29.5 mg) and potassium phosphate (372 mg). Water (1.2 ml) was added and the reaction was placed under a nitrogen atmosphere and heated to 100° C. for 2 hours. The mixtu... Reactants: CCO, CN(C)CCCOc1ccc(-c2nnc(CCl)o2)cc1, Cl, [H-], [Na+], OCCS. The product is Cl, CN(C)CCCOc1ccc(-c2nnc(CSCCO)o2)cc1. Reaction SMILES: [CH3:28][CH2:29][OH:30].[Cl:8][CH2:9][c:10]1[o:11][c:12](-[c:15]2[cH:16][cH:17][c:18]([O:21][CH2:22][CH2:23][CH2:24][N:25]([CH3:26])[CH3:27])[cH:19][cH:20]2)[n:13][n:14]1.[ClH:7].[H-:1].[Na+:2].[SH:3][CH2:4][CH2:5][OH:6]>>[ClH:8].[S:3]([CH2:4][CH2:5][OH:6])[CH2:9][c:10]1[o:11][c:12](-[c:15]2[cH:16][cH:17][c:18]([O:21][CH2:22][CH2:23][CH2:24][N:25]([CH3:26])[CH3:27])[cH:19][cH:20]2)[n:13][n:14]1.